From a dataset of the Open Reaction Database (ORD), a public repository of structured organic reaction records. describe an organic reaction: reactants, conditions, products, and yield The reactants are COC(=O)Oc1cc([N+](=O)[O-])c(C(C)(C)C)cc1C(C)(C)C, COC(=O)Oc1c([N+](=O)[O-])cc(C(C)(C)C)cc1C(C)(C)C, CO, Cl, [K+], [OH-]. The product is CC(C)(C)c1cc(C(C)(C)C)c([N+](=O)[O-])cc1O. RXN SMILES: [CH3:1][O:2][C:3]([O:4][c:5]1[c:6]([C:18]([CH3:19])([CH3:20])[CH3:21])[cH:7][c:8]([C:14]([CH3:15])([CH3:16])[CH3:17])[c:9]([N+:11](=[O:12])[O-:13])[cH:10]1)=[O:22].[CH3:23][O:24][C:25](=[O:26])[O:27][c:28]1[c:29]([N+:30]([O-:31])=[O:32])[cH:33][c:34]([C:35]([CH3:36])([CH3:37])[CH3:38])[cH:39][c:40]1[C:41]([CH3:42])([CH3:43])[CH3:44].[CH3:48][OH:49].[ClH:47].[K+:46].[OH-:45]>>[OH:4][c:5]1[c:6]([C:18]([CH3:19])([CH3:20])[CH3:21])[cH:7][c:8]([C:14]([CH3:15])([CH3:16])[CH3:17])[c:9]([N+:11](=[O:12])[O-:13])[cH:10]1.